Dataset: the Open Reaction Database (ORD), a public repository of structured organic reaction records. Task: describe an organic reaction: reactants, conditions, products, and yield Yields the product O=C1CCC(c2ccc(O)cc2)CC1. Starting materials: O=N[O-], Nc1ccc(C2CCC(=O)CC2)cc1, [Na+], O, O=S(=O)(O)O. RXN SMILES: [N:15](=[O:16])[O-:17].[NH2:1][c:2]1[cH:3][cH:4][c:5]([CH:8]2[CH2:9][CH2:10][C:11](=[O:14])[CH2:12][CH2:13]2)[cH:6][cH:7]1.[Na+:18].[OH2:24].[S:19](=[O:20])(=[O:21])([OH:22])[OH:23]>>[c:2]1([OH:16])[cH:3][cH:4][c:5]([CH:8]2[CH2:9][CH2:10][C:11](=[O:14])[CH2:12][CH2:13]2)[cH:6][cH:7]1.